Dataset: the Open Reaction Database (ORD), a public repository of structured organic reaction records. Task: describe an organic reaction: reactants, conditions, products, and yield The reactants are CC(C)C[AlH]CC(C)C, CC(C)C[AlH]CC(C)C, CO, COC(=O)C1CCC(c2ccc(Cl)cc2)CC1, ClCCl, Cl. The product is O=CC1CCC(c2ccc(Cl)cc2)CC1. As a reaction SMILES: [CH3:18][CH:19]([CH2:20][AlH:21][CH2:22][CH:23]([CH3:24])[CH3:25])[CH3:26].[CH3:27][CH:28]([CH2:29][AlH:30][CH2:31][CH:32]([CH3:33])[CH3:34])[CH3:35].[CH3:40][OH:41].[Cl:1][c:2]1[cH:3][cH:4][c:5]([CH:8]2[CH2:9][CH2:10][CH:11]([C:14](=[O:15])[O:16][CH3:17])[CH2:12][CH2:13]2)[cH:6][cH:7]1.[Cl:37][CH2:38][Cl:39].[ClH:36]>>[Cl:1][c:2]1[cH:3][cH:4][c:5]([CH:8]2[CH2:9][CH2:10][CH:11]([CH:14]=[O:15])[CH2:12][CH2:13]2)[cH:6][cH:7]1. The reactants are CCN=C=NCCCN(C)C (EDCI), CC1=CC=C(C=C1)C1=CC(=CC(=C1)N1N=NN=C1)C(=O)O (4′-Methyl-5-tetrazol-1-yl-biphenyl-3-carboxylic acid), C=1C=CC2=C(C1)N=NN2O (HOBt), CN1CCCC1=O (NMP), C[C@@H](CN1CCOCC1)N ((S)-1-Methyl-2-morpholin-4-yl-ethylamine). Solvent: C(Cl)Cl (CH2Cl2). Reaction conditions: temperature 0 celsius, time 1 hour. Yields the product CC(CN1CCOCC1)NC(=O)C=1C=C(C=C(C1)N1N=NN=C1)C1=CC=C(C=C1)C (4′-Methyl-5-tetrazol-1-yl-biphenyl-3-carboxylic acid (1-methyl-2-morpholin-4-yl-ethyl)-amide). The yield is 80.5%. As a reaction SMILES: CCN=C=NCCCN(C)C.[CH3:12][C:13]1[CH:18]=[CH:17][C:16]([C:19]2[CH:24]=[C:23]([N:25]3[CH:29]=[N:28][N:27]=[N:26]3)[CH:22]=[C:21]([C:30](O)=[O:31])[CH:20]=2)=[CH:15][CH:14]=1.C1C=CC2N(O)N=NC=2C=1.CN1C(=O)CCC1.[CH3:50][C@H:51]([NH2:59])[CH2:52][N:53]1[CH2:58][CH2:57][O:56][CH2:55][CH2:54]1>C(Cl)Cl>[CH3:50][CH:51]([NH:59][C:30]([C:21]1[CH:20]=[C:19]([C:16]2[CH:17]=[CH:18][C:13]([CH3:12])=[CH:14][CH:15]=2)[CH:24]=[C:23]([N:25]2[CH:29]=[N:28][N:27]=[N:26]2)[CH:22]=1)=[O:31])[CH2:52][N:53]1[CH2:58][CH2:57][O:56][CH2:55][CH2:54]1. Procedure: EDCI (54.0 mg, 0.282 mmol) was added in one portion at 0° C. to a solution of 4′-Methyl-5-tetrazol-1-yl-biphenyl-3-carboxylic acid (60.0 mg, 0.214 mmol), HOBt (40.0 mg, 0.296 mmol) and NMP (101.5 mg, 1.000 mmol) in CH2Cl2 (3 mL). After the reaction stirred at 0° C. for 1 hour, (S)-1-Methyl-2-morpholin-4-yl-ethylamine (50.0 mg, 0.230 mmol) was added. The reaction mixture was allowed to warm to room temperature and was stirred overnight. Solvent was removed under reduced pressure and the residue w... Starting materials: CC(C)(C)Oc1nccnc1C=O, CC(=O)O[BH-](OC(C)=O)OC(C)=O, O=C(Cc1ccccc1Cl)C1CCNCC1, ClCCl, Cl, [Na+], [Na+], [OH-]. Yields the product CC(C)(C)Oc1nccnc1CN1CCC(C(=O)Cc2ccccc2Cl)CC1. As a reaction SMILES: [C:18]([CH3:19])([CH3:20])([CH3:21])[O:22][c:23]1[c:24]([CH:29]=[O:30])[n:25][cH:26][cH:27][n:28]1.[C:31]([O:32][BH-:33]([O:34][C:35](=[O:36])[CH3:37])[O:38][C:39](=[O:40])[CH3:41])(=[O:42])[CH3:43].[Cl:2][c:3]1[c:4]([CH2:9][C:10](=[O:11])[CH:12]2[CH2:13][CH2:14][NH:15][CH2:16][CH2:17]2)[cH:5][cH:6][cH:7][cH:8]1.[Cl:47][CH2:48][Cl:49].[ClH:1].[Na+:44].[Na+:46].[OH-:45]>>[Cl:2][c:3]1[c:4]([CH2:9][C:10](=[O:11])[CH:12]2[CH2:13][CH2:14][N:15]([CH2:29][c:24]3[c:23]([O:22][C:18]([CH3:19])([CH3:20])[CH3:21])[n:28][cH:27][cH:26][n:25]3)[CH2:16][CH2:17]2)[cH:5][cH:6][cH:7][cH:8]1. Reactants: BrCCOC(C1=CC=CC=C1)(C(=O)C1=CC=CC=C1)OCCBr (Benzil-di-(β-bromoethyl)ketal), C1(C2C(C(N1)=O)C=CCC2)=O.[Na] (sodium 1,2,5,6-tetrahydrophthalimide). Run in CN(C=O)C (N,N-dimethylformamide). Yields the product C1(C2C(C(N1CCOC(C1=CC=CC=C1)(C(=O)C1=CC=CC=C1)OCCN1C(C3C(C1=O)C=CCC3)=O)=O)C=CCC2)=O (benzil-di-(β-1,2,5,6-tetrahydrophthalimidoethyl)ketal). Isolated yield 87.6%. Reaction SMILES: Br[CH2:2][CH2:3][O:4][C:5]([O:20][CH2:21][CH2:22]Br)([C:12]([C:14]1[CH:19]=[CH:18][CH:17]=[CH:16][CH:15]=1)=[O:13])[C:6]1[CH:11]=[CH:10][CH:9]=[CH:8][CH:7]=1.[C:24]1(=[O:34])[NH:28][C:27](=[O:29])[CH:26]2[CH:30]=[CH:31][CH2:32][CH2:33][CH:25]12.[Na]>CN(C)C=O>[C:24]1(=[O:34])[N:28]([CH2:2][CH2:3][O:4][C:5]([O:20][CH2:21][CH2:22][N:28]2[C:27](=[O:29])[CH:26]3[CH:30]=[CH:31][CH2:32][CH2:33][CH:25]3[C:24]2=[O:34])([C:12]([C:14]2[CH:19]=[CH:18][CH:17]=[CH:16][CH:15]=2)=[O:13])[C:6]2[CH:11]=[CH:10][CH:9]=[CH:8][CH:7]=2)[C:27](=[O:29])[CH:26]2[CH:30]=[CH:31][CH2:32][CH2:33][CH:25]12 |f:1.2,^1:34|. Procedure details: Benzil-di-(β-bromoethyl)ketal (13.26 g) and 11.42 g of sodium 1,2,5,6-tetrahydrophthalimide were dissolved in 100 ml of N,N-dimethylformamide, and reacted and worked up in the same way as in Example 4. There was obtained 15.3 g (yield 85.9%) of benzil-di-(β-1,2,5,6-tetrahydrophthalimidoethyl)ketal. Reaction conditions: temperature 50 celsius, time 5 hour. The solvent is O1CCCC1 (tetrahydrofuran). Reported procedure: 4-Benzyl-5,5-dimethyl-3-morpholinone (4.45 g) was added to an ice-cooled suspension of lithium aluminum hydride (0.77 g) in dried tetrahydrofuran (20 ml) under nitrogen atmosphere. After 5 hours of stirring at 50° C., the reaction mixture was cooled below 5° C., and water (0.36 ml), 12% sodium hydroxide aqueous solution (0.36 ml) and water (1 ml) were added thereto successively. After 30 minutes of stirring, the mixture was filtrated through Celite® pad, and the pad was washed with ethyl acetate... Reaction SMILES: [CH2:1]([N:8]1[C:13]([CH3:15])([CH3:14])[CH2:12][O:11][CH2:10][C:9]1=O)[C:2]1[CH:7]=[CH:6][CH:5]=[CH:4][CH:3]=1.[H-].[Al+3].[Li+].[H-].[H-].[H-].O.[OH-].[Na+]>O1CCCC1>[CH2:1]([N:8]1[CH2:9][CH2:10][O:11][CH2:12][C:13]1([CH3:15])[CH3:14])[C:2]1[CH:3]=[CH:4][CH:5]=[CH:6][CH:7]=1 |f:1.2.3.4.5.6,8.9|. Reactants: [H-].[Al+3].[Li+].[H-].[H-].[H-] (lithium aluminum hydride), O (water), [OH-].[Na+] (sodium hydroxide), O (water), C(C1=CC=CC=C1)N1C(COCC1(C)C)=O (4-Benzyl-5,5-dimethyl-3-morpholinone), ice. Product: C(C1=CC=CC=C1)N1C(COCC1)(C)C (4-benzyl-3,3-dimethylmorpholine).